From a dataset of the Open Reaction Database (ORD), a public repository of structured organic reaction records. describe an organic reaction: reactants, conditions, products, and yield Reported procedure: To a mixture of 5-methylthio-6-methyl-3-nitropyridin-2(1H)-one (0.60 g, 0.003 mmol) in MeOH (30 mL) at room temperature was added an aqueous solution of sodium hydrosulfite (Na2S2O4) (1.74 g, 0.01 mol). When the yellow color disappeared after addition of additional sodium hydrosulfite (1.7 g), the reaction mixture was extracted with CHCl3 (2×200 mL). The CHCl3 extracts were washed with saturated aqueous NaHCO3 solution, brine and then dried (MgSO4). On concentration under vacuum there was obtain... Reactants: S(=O)([O-])S(=O)[O-].[Na+].[Na+] (sodium hydrosulfite), CSC=1C=C(C(NC1C)=O)[N+](=O)[O-] (5-methylthio-6-methyl-3-nitropyridin-2(1H)-one), S(=O)([O-])S(=O)[O-].[Na+].[Na+] (sodium hydrosulfite). RXN SMILES: [CH3:1][S:2][C:3]1[CH:4]=[C:5]([N+:11]([O-])=O)[C:6](=[O:10])[NH:7][C:8]=1[CH3:9].S(S([O-])=O)([O-])=O.[Na+].[Na+]>CO>[NH2:11][C:5]1[C:6](=[O:10])[NH:7][C:8]([CH3:9])=[C:3]([S:2][CH3:1])[CH:4]=1 |f:1.2.3|. The solvent is CO (MeOH). Yield: 39162.2%. The product is NC=1C(NC(=C(C1)SC)C)=O (3-amino-5-methylthio-6-methylpyridin-2(1H)-one). The reactants are CN1N2C(C=NC3=C1C=CN=C3)=CC=C2 (5-methyl-5H-pyrido[3,4-f]pyrrolo[1,2-b][1,2,5]triazepine), Grignard reagent, ClC1CCN(CC1)C (4-chloro-1-methyl piperidine), [Mg] (magnesium), [Cl-].[NH4+] (ammonium chloride). Solvent: O1CCCC1 (tetrahydrofuran), O1CCCC1 (tetrahydrofuran). Conditions: time 15 minute. Yields the product CN1N2C(C(NC3=C1C=CN=C3)C3CCN(CC3)C)=CC=C2 (10,11-dihydro-5-methyl-10-[(1-methyl)piperidin-4-yl]-5H-pyrido[3,4-f]pyrrolo[1,2-b][1,2,5]triazepine). Yield: 20.8%. RXN SMILES: Cl[CH:2]1[CH2:7][CH2:6][N:5]([CH3:8])[CH2:4][CH2:3]1.[Mg].[CH3:10][N:11]1[C:17]2[CH:18]=[CH:19][N:20]=[CH:21][C:16]=2[N:15]=[CH:14][C:13]2=[CH:22][CH:23]=[CH:24][N:12]12.[Cl-].[NH4+]>O1CCCC1>[CH3:10][N:11]1[C:17]2[CH:18]=[CH:19][N:20]=[CH:21][C:16]=2[NH:15][CH:14]([CH:2]2[CH2:7][CH2:6][N:5]([CH3:8])[CH2:4][CH2:3]2)[C:13]2=[CH:22][CH:23]=[CH:24][N:12]12 |f:3.4|. Reported procedure: To a warm Grignard reagent prepared from 7.2 g of 4-chloro-1-methyl piperidine and 1.4 g of magnesium metal in 50 ml of tetrahydrofuran was added a solution of 5.3 g of 5-methyl-5H-pyrido[3,4-f]pyrrolo[1,2-b][1,2,5]triazepine in 50 ml of tetrahydrofuran. The reaction mixture was stirred at ambient temperature for 15 minutes, added to an iced ammonium chloride solution and extracted with ethyl acetate (3×). The combined organics were washed with water (2×) followed by a saturated sodium chloride ... Reactants: Cl (HCl), O (Water), [OH-].[Li+] (lithium hydroxide), BrC=1C=CC(=C(C(=O)OCC2=CC(=C(C=C2)F)F)C1)OCC1=CC(=C(C=C1)F)F ((3,4-difluorophenyl)methyl 5-bromo-2-{[(3,4-difluorophenyl)methyl]oxy}benzoate). Run in O1CCCC1 (tetrahydrofuran), C(C)(=O)OCC (ethyl acetate). Product: BrC=1C=CC(=C(C(=O)O)C1)OCC1=CC(=C(C=C1)F)F (5-Bromo-2-{[(3,4-difluorophenyl)methyl]oxy}benzoic acid). As a reaction SMILES: O.[OH-].[Li+].[Br:4][C:5]1[CH:6]=[CH:7][C:8]([O:23][CH2:24][C:25]2[CH:30]=[CH:29][C:28]([F:31])=[C:27]([F:32])[CH:26]=2)=[C:9]([CH:22]=1)[C:10]([O:12]CC1C=CC(F)=C(F)C=1)=[O:11].Cl>O1CCCC1.C(OCC)(=O)C>[Br:4][C:5]1[CH:6]=[CH:7][C:8]([O:23][CH2:24][C:25]2[CH:30]=[CH:29][C:28]([F:31])=[C:27]([F:32])[CH:26]=2)=[C:9]([CH:22]=1)[C:10]([OH:12])=[O:11] |f:1.2|. Procedure details: Water (50 ml) and lithium hydroxide (0.60 g, 24.93 mmol) were added to a solution of (3,4-difluorophenyl)methyl 5-bromo-2-{[(3,4-difluorophenyl)methyl]oxy}benzoate (may be prepared by Description 88; 3.9 g, 8.31 mmol) in tetrahydrofuran (150 ml). The mixture was heated to reflux for 2 hours. The mixture was allowed to cool and diluted with ethyl acetate (200 ml) and this mixture was then acidified to pH=1 using 2M aqueous HCl. The organics were separated and the aqueous layer was extracted with ... Starting materials: BrC1=NC(=CC(=C1)S(=O)(=O)C1=CC=C(C=C1)N)N1CCCC1 (4-(2-Bromo-6-pyrrolidin-1-yl-pyridine-4-sulfonyl) -phenylamine), C(=C)(C)B(O)O (isopropenyl boronic acid). The reagents and catalysts are C=1C=CC(=CC1)[P](C=2C=CC=CC2)(C=3C=CC=CC3)[Pd]([P](C=4C=CC=CC4)(C=5C=CC=CC5)C=6C=CC=CC6)([P](C=7C=CC=CC7)(C=8C=CC=CC8)C=9C=CC=CC9)[P](C=1C=CC=CC1)(C=1C=CC=CC1)C=1C=CC=CC1 (Pd(PPh3)4). Solvent: O1CCOCC1 (dioxane), C(=O)([O-])[O-].[Na+].[Na+] (Na2CO3). Reaction conditions: time 1 hour. The product is C(=C)(C)C1=NC(=CC(=C1)S(=O)(=O)C1=CC=C(C=C1)N)N1CCCC1 (4-(2-isopropenyl-6-pyrrolidin-1-yl-pyridine-4-sulfonyl)-phenylamine). The yield is 51.4%. Reaction SMILES: Br[C:2]1[CH:7]=[C:6]([S:8]([C:11]2[CH:16]=[CH:15][C:14]([NH2:17])=[CH:13][CH:12]=2)(=[O:10])=[O:9])[CH:5]=[C:4]([N:18]2[CH2:22][CH2:21][CH2:20][CH2:19]2)[N:3]=1.[C:23](B(O)O)([CH3:25])=[CH2:24]>O1CCOCC1.C([O-])([O-])=O.[Na+].[Na+].C1C=CC([P]([Pd]([P](C2C=CC=CC=2)(C2C=CC=CC=2)C2C=CC=CC=2)([P](C2C=CC=CC=2)(C2C=CC=CC=2)C2C=CC=CC=2)[P](C2C=CC=CC=2)(C2C=CC=CC=2)C2C=CC=CC=2)(C2C=CC=CC=2)C2C=CC=CC=2)=CC=1>[C:23]([C:2]1[CH:7]=[C:6]([S:8]([C:11]2[CH:16]=[CH:15][C:14]([NH2:17])=[CH:13][CH:12]=2)(=[O:10])=[O:9])[CH:5]=[C:4]([N:18]2[CH2:22][CH2:21][CH2:20][CH2:19]2)[N:3]=1)([CH3:25])=[CH2:24] |f:3.4.5,^1:44,46,65,84|. Procedure: 0.56 g (0.0015 Mol) 4-(2-Bromo-6-pyrrolidin-1-yl-pyridine-4-sulfonyl) -phenylamine, 0.171 g (0.00015 Mol) Pd(PPh3)4 and 0.191 g (0.0021 Mol) isopropenyl boronic acid were stirred at reflux for 18 h in a mixture of dioxane (10 ml) and 2N Na2CO3 (4 ml). Then the solvent was evaporated, the residue was taken up in ethyl acetate, washed with water and brine and dried over Na2SO4. After chromatography on SiO2 with ethyl acetate hexane 1:2 the product containing fractions were evaporated and the resid... The reactants are [H][H] (hydrogen), C(C)C1=CC=C(C(=O)C2=C(C(=O)O)C=CC=C2)C=C1 (2-(4-ethylbenzoyl)benzoic acid), CN(C=O)C (dimethylformamide). Reagents/catalysts: [Pd] (palladium on carbon). Run in C(C)(=O)O (acetic acid). Run at time 6 hour. The product is C(C)C1=CC=C(CC2=C(C(=O)O)C=CC=C2)C=C1 (2-(4-ethylbenzyl)benzoic acid). Reaction SMILES: [CH2:1]([C:3]1[CH:19]=[CH:18][C:6]([C:7]([C:9]2[CH:17]=[CH:16][CH:15]=[CH:14][C:10]=2[C:11]([OH:13])=[O:12])=O)=[CH:5][CH:4]=1)[CH3:2].CN(C)C=O.[H][H]>C(O)(=O)C.[Pd]>[CH2:1]([C:3]1[CH:19]=[CH:18][C:6]([CH2:7][C:9]2[CH:17]=[CH:16][CH:15]=[CH:14][C:10]=2[C:11]([OH:13])=[O:12])=[CH:5][CH:4]=1)[CH3:2]. Procedure: (b.1) A solution of 2-(4-ethylbenzoyl)benzoic acid in acetic acid (115 ml) and the dimethylformamide (115 ml) containing 10% palladium on carbon (4.9 g) was shaken in a hydrogen atmosphere at 60 p.s.i. for 6 hours. The solution was then filtered and the filtrate was added to water (2000 ml), producing a precipitate of 2-(4-ethylbenzyl)benzoic acid. Starting materials: ClC=1C=C(C=CC1F)NC=1C2=C(N=CN1)NC(C2)=O (4-(3-chloro-4-fluoro-phenylamino)-5,7-dihydro-pyrrolo[2,3-d]pyrimidin-6-one), ClC1=C(C=O)C=CC(=C1)O (2-chloro-4-hydroxy-benzaldehyde). Reagents/catalysts: N1CCCCC1 (piperidine). The solvent is C(C)O (ethanol). Run at temperature 60 celsius. Product: ClC=1C=C(C=CC1F)NC=1C2=C(N=CN1)NC(C2=CC2=C(C=C(C=C2)O)Cl)=O (4-(3-chloro-4-fluoro-phenylamino)-5-[1-(2-chloro-4-hydroxy-phenyl)-methylidene]-5,7-dihydro-pyrrolo[2,3-d]pyrimidin-6-one). As a reaction SMILES: [Cl:1][C:2]1[CH:3]=[C:4]([NH:9][C:10]2[C:11]3[CH2:18][C:17](=[O:19])[NH:16][C:12]=3[N:13]=[CH:14][N:15]=2)[CH:5]=[CH:6][C:7]=1[F:8].[Cl:20][C:21]1[CH:28]=[C:27]([OH:29])[CH:26]=[CH:25][C:22]=1[CH:23]=O>N1CCCCC1.C(O)C>[Cl:1][C:2]1[CH:3]=[C:4]([NH:9][C:10]2[C:11]3[C:18](=[CH:23][C:22]4[CH:25]=[CH:26][C:27]([OH:29])=[CH:28][C:21]=4[Cl:20])[C:17](=[O:19])[NH:16][C:12]=3[N:13]=[CH:14][N:15]=2)[CH:5]=[CH:6][C:7]=1[F:8]. Procedure details: The mixture of 4-(3-chloro-4-fluoro-phenylamino)-5,7-dihydro-pyrrolo[2,3-d]pyrimidin-6-one (100 mg, 0.36 mmol), 2-chloro-4-hydroxy-benzaldehyde (84.5 mg, 0.54 mmol), and piperidine (3 drops) in ethanol (3 mL) was heated at 60° C. oil bath for 4 hours, and cooled to room temperature. The product was crystallized out, filtered, washed by ethanol, and dried under high vacuum to provide pure 4-(3-chloro-4-fluoro-phenylamino)-5-[1-(2-chloro-4-hydroxy-phenyl)-methylidene]-5,7-dihydro-pyrrolo[2,3-d]pyr... Reactants: Cn1c(=O)c(C#N)c(N2CCNCC2)c2cc(F)ccc21, O, c1ccncc1, O=C(Cl)c1ccco1. The product is Cn1c(=O)c(C#N)c(N2CCN(C(=O)c3ccco3)CC2)c2cc(F)ccc21. RXN SMILES: [F:9][c:10]1[cH:11][c:12]2[c:13]([N:24]3[CH2:25][CH2:26][NH:27][CH2:28][CH2:29]3)[c:14]([C:22]#[N:23])[c:15](=[O:21])[n:16]([CH3:20])[c:17]2[cH:18][cH:19]1.[OH2:30].[cH:31]1[cH:32][cH:33][n:34][cH:35][cH:36]1.[o:1]1[c:2]([C:6](=[O:7])[Cl:8])[cH:3][cH:4][cH:5]1>>[o:1]1[c:2]([C:6](=[O:7])[N:27]2[CH2:26][CH2:25][N:24]([c:13]3[c:12]4[cH:11][c:10]([F:9])[cH:19][cH:18][c:17]4[n:16]([CH3:20])[c:15](=[O:21])[c:14]3[C:22]#[N:23])[CH2:29][CH2:28]2)[cH:3][cH:4][cH:5]1. Starting materials: CC(C)(C)c1ccc(C2=NC(c3ccc(Cl)cc3)C(c3ccc(Cl)cc3)N2C(=O)Cl)c(OCC(F)(F)F)c1, O=C1CNCCN1. Product: CC(C)(C)c1ccc(C2=NC(c3ccc(Cl)cc3)C(c3ccc(Cl)cc3)N2C(=O)N2CCNC(=O)C2)c(OCC(F)(F)F)c1. As a reaction SMILES: [C:1]([CH3:2])([CH3:3])([CH3:4])[c:5]1[cH:6][c:7]([O:33][CH2:34][C:35]([F:36])([F:37])[F:38])[c:8]([C:11]2=[N:15][CH:14]([c:16]3[cH:17][cH:18][c:19]([Cl:22])[cH:20][cH:21]3)[CH:13]([c:23]3[cH:24][cH:25][c:26]([Cl:29])[cH:27][cH:28]3)[N:12]2[C:30](=[O:31])[Cl:32])[cH:9][cH:10]1.[NH:39]1[C:40](=[O:45])[CH2:41][NH:42][CH2:43][CH2:44]1>>[C:1]([CH3:2])([CH3:3])([CH3:4])[c:5]1[cH:6][c:7]([O:33][CH2:34][C:35]([F:36])([F:37])[F:38])[c:8]([C:11]2=[N:15][CH:14]([c:16]3[cH:17][cH:18][c:19]([Cl:22])[cH:20][cH:21]3)[CH:13]([c:23]3[cH:24][cH:25][c:26]([Cl:29])[cH:27][cH:28]3)[N:12]2[C:30](=[O:31])[N:42]2[CH2:41][C:40](=[O:45])[NH:39][CH2:44][CH2:43]2)[cH:9][cH:10]1.